From a dataset of the Open Reaction Database (ORD), a public repository of structured organic reaction records. describe an organic reaction: reactants, conditions, products, and yield Reactants: COC(C[C@@H]1COC2=C1C=CC(=C2)O[C@@H]2CCC1=C(C=CC(=C21)F)O)=O ({(S)-6-[(R)-7-fluoro-4-hydroxy-indan-1-yloxy]-2,3-dihydro-benzofuran-3-yl}-acetic acid methyl ester), CN1C=NC2=C1C=CC(=C2)B(O)O ((1-methyl-1H-benzimidazol-5-yl)boronic acid), Intermediate 6. Product: COC(C[C@@H]1COC2=C1C=CC(=C2)O[C@@H]2CCC1=C(C=CC(=C21)F)OC2=CC1=C(N(C=N1)C)C=C2)=O ({(S)-6-[(R)-7-fluoro-4-(1-methyl-1H-benzoimidazol-5-yloxy)-indan-1-yloxy]-2,3-dihydro-benzofuran-3-yl}-acetic acid methyl ester). As a reaction SMILES: [CH3:1][O:2][C:3](=[O:26])[CH2:4][C@H:5]1[C:9]2[CH:10]=[CH:11][C:12]([O:14][C@H:15]3[C:23]4[C:18](=[C:19]([OH:25])[CH:20]=[CH:21][C:22]=4[F:24])[CH2:17][CH2:16]3)=[CH:13][C:8]=2[O:7][CH2:6]1.[CH3:27][N:28]1[C:32]2[CH:33]=[CH:34][C:35](B(O)O)=[CH:36][C:31]=2[N:30]=[CH:29]1>>[CH3:1][O:2][C:3](=[O:26])[CH2:4][C@H:5]1[C:9]2[CH:10]=[CH:11][C:12]([O:14][C@H:15]3[C:23]4[C:18](=[C:19]([O:25][C:35]5[CH:34]=[CH:33][C:32]6[N:28]([CH3:27])[CH:29]=[N:30][C:31]=6[CH:36]=5)[CH:20]=[CH:21][C:22]=4[F:24])[CH2:17][CH2:16]3)=[CH:13][C:8]=2[O:7][CH2:6]1. Reported procedure: The title compound is prepared from {(S)-6-[(R)-7-fluoro-4-hydroxy-indan-1-yloxy]-2,3-dihydro-benzofuran-3-yl}-acetic acid methyl ester and (1-methyl-1H-benzimidazol-5-yl)boronic acid following a procedure analogous to that described for Intermediate 6. LC (method 7): tR=0.36 min; Mass spectrum (ESI+): m/z=489 [M+H]+. Reactants: FC(C(=O)O)(F)F (Trifluoroacetic acid), CON=C(C(=O)NC1[C@@H]2N(C(=C(CS2)CSC=2SC(=NN2)C)C(=O)O)C1=O)C=1N=C(SC1)NC(=O)OC(C)(C)CC (7-[2-methoxyimino-2-(2-t-pentyloxycarbonylamino-1,3-thiazol-4-yl)acetamido]-3-(5-methyl-1,3,4-thiadiazol-2-yl)thiomethyl-3-cephem-4-carboxylic acid). Run in CCOCC (ether). Run at time 30 minute. Yields the product CON=C(C(=O)NC1[C@@H]2N(C(=C(CS2)CSC=2SC(=NN2)C)C(=O)O)C1=O)C=1N=C(SC1)N (7-[2-methoxyimino-2-(2-amino-1,3-thiazol-4-yl)acetamido]-3-(5-methyl-1,3,4-thiadiazol-2-yl)thiomethyl-3-cephem-4-carboxylic acid). The yield is 31.1%. RXN SMILES: FC(F)(F)C(O)=O.[CH3:8][O:9][N:10]=[C:11]([C:35]1[N:36]=[C:37]([NH:40]C(OC(CC)(C)C)=O)[S:38][CH:39]=1)[C:12]([NH:14][CH:15]1[C:33](=[O:34])[N:17]2[C:18]([C:30]([OH:32])=[O:31])=[C:19]([CH2:22][S:23][C:24]3[S:25][C:26]([CH3:29])=[N:27][N:28]=3)[CH2:20][S:21][C@H:16]12)=[O:13]>CCOCC>[CH3:8][O:9][N:10]=[C:11]([C:35]1[N:36]=[C:37]([NH2:40])[S:38][CH:39]=1)[C:12]([NH:14][CH:15]1[C:33](=[O:34])[N:17]2[C:18]([C:30]([OH:32])=[O:31])=[C:19]([CH2:22][S:23][C:24]3[S:25][C:26]([CH3:29])=[N:27][N:28]=3)[CH2:20][S:21][C@H:16]12)=[O:13]. Reported procedure: Trifluoroacetic acid (3 ml) was added under ice-cooling to 7-[2-methoxyimino-2-(2-t-pentyloxycarbonylamino-1,3-thiazol-4-yl)acetamido]-3-(5-methyl-1,3,4-thiadiazol-2-yl)thiomethyl-3-cephem-4-carboxylic acid (syn isomer) (0.5 g) and the mixture was stirred for 30 minutes at ambient temperature. To the mixture was added ether and precipitating powder was collected by filtration and dissolved in a mixture of water (20 ml) and an 1N aqueous solution of sodium hydroxide to adjust to pH 12 to 13. The ... The reactants are BrCCCCCCBr, CCCC[N+](CCCC)(CCCC)CCCC, CSc1ccccc1CCO, [Na+], [OH-], O, O=S(=O)([O-])O. The product is CSc1ccccc1CCOCCCCCCBr. As a reaction SMILES: [Br:12][CH2:13][CH2:14][CH2:15][CH2:16][CH2:17][CH2:18][Br:19].[CH2:27]([N+:28]([CH2:29][CH2:30][CH2:31][CH3:32])([CH2:33][CH2:34][CH2:35][CH3:36])[CH2:37][CH2:38][CH2:39][CH3:40])[CH2:41][CH2:42][CH3:43].[CH3:1][S:2][c:3]1[c:4]([CH2:9][CH2:10][OH:11])[cH:5][cH:6][cH:7][cH:8]1.[Na+:21].[OH-:20].[OH2:44].[S:22](=[O:23])(=[O:24])([OH:25])[O-:26]>>[CH3:1][S:2][c:3]1[c:4]([CH2:9][CH2:10][O:11][CH2:18][CH2:17][CH2:16][CH2:15][CH2:14][CH2:13][Br:12])[cH:5][cH:6][cH:7][cH:8]1. The reactants are CO, C[O-], CCOC(=O)c1ccc(F)cc1, NNc1ccccc1, [Na+], O. The product is NN(C(=O)c1ccc(F)cc1)c1ccccc1. Reaction SMILES: [CH3:13][OH:14].[CH3:23][O-:24].[F:1][c:2]1[cH:3][cH:4][c:5]([C:6]([O:8][CH2:7][CH3:9])=[O:10])[cH:11][cH:12]1.[NH2:15][NH:16][c:17]1[cH:18][cH:19][cH:20][cH:21][cH:22]1.[Na+:25].[OH2:26]>>[F:1][c:2]1[cH:3][cH:4][c:5]([C:6](=[O:8])[N:16]([NH2:15])[c:17]2[cH:18][cH:19][cH:20][cH:21][cH:22]2)[cH:11][cH:12]1. Reactants: ClC1=C(C(=CC=C1)C)NC=1NC2=C(N1)C=C(C1=C2CC(O1)(C)C)C(=O)O (2-[(2-chloro-6-methylphenyl)amino]-7,7-dimethyl-7,8-dihydro-1H-furo[3,2-e]benzimidazole-5-carboxylic acid), FC(C1=CC=C(C=C1)N)(F)F (4-trifluoromethyl phenyl amine), CCN(C(C)C)C(C)C (DIPEA), O (Water). The solvent is C1=CC=CC=C1 (benzene), S(=O)(Cl)Cl (thionyl chloride), C1CCOC1 (THF), C1CCOC1 (THF), S(=O)(Cl)Cl (thionyl chloride). Conditions: time 1 hour. Product: ClC1=C(C(=CC=C1)C)NC=1NC2=C(N1)C=C(C1=C2CC(O1)(C)C)C(=O)NC1=CC=C(C=C1)C(F)(F)F (2-[(2-Chloro-6-methylphenyl)amino]-7,7-dimethyl-N-[4-(trifluoromethyl)phenyl]-7,8-dihydro-1H-furo[3,2-e]benzimidazole-5-carboxamide). Yield: 8.7%. As a reaction SMILES: [Cl:1][C:2]1[CH:7]=[CH:6][CH:5]=[C:4]([CH3:8])[C:3]=1[NH:9][C:10]1[NH:11][C:12]2[C:18]3[CH2:19][C:20]([CH3:23])([CH3:22])[O:21][C:17]=3[C:16]([C:24](O)=[O:25])=[CH:15][C:13]=2[N:14]=1.[F:27][C:28]([F:37])([F:36])[C:29]1[CH:34]=[CH:33][C:32]([NH2:35])=[CH:31][CH:30]=1.CCN(C(C)C)C(C)C.O>C1C=CC=CC=1.S(Cl)(Cl)=O.C1COCC1>[Cl:1][C:2]1[CH:7]=[CH:6][CH:5]=[C:4]([CH3:8])[C:3]=1[NH:9][C:10]1[NH:11][C:12]2[C:18]3[CH2:19][C:20]([CH3:23])([CH3:22])[O:21][C:17]=3[C:16]([C:24]([NH:35][C:32]3[CH:33]=[CH:34][C:29]([C:28]([F:27])([F:36])[F:37])=[CH:30][CH:31]=3)=[O:25])=[CH:15][C:13]=2[N:14]=1. Procedure details: To a solution of 2-[(2-chloro-6-methylphenyl)amino]-7,7-dimethyl-7,8-dihydro-1H-furo[3,2-e]benzimidazole-5-carboxylic acid (Intermediate-35, 0.100 g, 0.268 mmol) in benzene (2 mL), thionyl chloride (3.0 mL) was added at 5-10° C. and the reaction mass was refluxed for 3 h. To the reaction mixture, stirred solution of 4-trifluoromethyl phenyl amine (0.065 g, 0.403 mmol) and DIPEA (0.069 g, 0.534 mmol) in THF (10.0 mL) for 1 h at RT under N2-atmosphere was added and stirring was continued for anoth... Starting materials: C(C#C)NC1=C(C=C(C(=C1)F)[N+](=O)[O-])[N+](=O)[O-] (N-(2-propynyl)-2,4-dinitro-5-fluoroaniline), O (water). Reagents/catalysts: CC(=O)[O-].CC(=O)[O-].[Cu+2].O (Cu(OAc)2.H2O). Solvent: N1=C(C=CC=C1)CO (pyridinemethanol). Reaction conditions: time 17 hour. Yields the product [N+](=O)([O-])C1=C(C=C(C(=C1)[N+](=O)[O-])F)NCC#CC#CCNC1=C(C=C(C(=C1)F)[N+](=O)[O-])[N+](=O)[O-] (N,N'-Bis(2,4-Dinitro-5-fluorophenyl)-2,4-hexadiyn-1,6-diamine). RXN SMILES: [CH2:1]([NH:4][C:5]1[CH:10]=[C:9]([F:11])[C:8]([N+:12]([O-:14])=[O:13])=[CH:7][C:6]=1[N+:15]([O-:17])=[O:16])[C:2]#[CH:3].[OH2:18]>N1C=CC=CC=1CO.CC([O-])=O.CC([O-])=O.[Cu+2].O>[N+:15]([C:6]1[CH:7]=[C:8]([N+:12]([O-:14])=[O:13])[C:9]([F:11])=[CH:10][C:5]=1[NH:4][CH2:1][C:2]#[C:3][C:3]#[C:2][CH2:1][NH:4][C:5]1[CH:10]=[C:9]([F:11])[C:8]([N+:12]([O-:13])=[O:18])=[CH:7][C:6]=1[N+:15]([O-:17])=[O:16])([O-:17])=[O:16] |f:3.4.5.6|. Procedure details: To a suspension of Cu(OAc)2.H2O (1.5 g) in pyridinemethanol (1:1, 10 ml) was added N-(2-propynyl)-2,4-dinitro-5-fluoroaniline (1.00 g, 4.18×10-3 mole). The reaction mixture was stirred at room temperature for 17 hours. The mixture was poured into excess water and filtered. The crude solid was chromatographed on a silica column, eluting with chloroform ethyl acetate. Soxhlet recrystallization of the resulting solid from ethyl acetate afforded yellow crystals, m.p. 225° C. dec. Yield: 0.21 g (12%)... Solvent: C1=CC=CC=C1 (benzene). The reactants are C(C)(=O)O[C@@H]1CC2=CC[C@H]3[C@@H]4CC[C@H]([C@@H](CCC(=O)O)C)[C@]4(CC[C@@H]3[C@]2(CC1)C)C (3β-Acetoxychol-5-enic acid), S(=O)(Cl)Cl (thionyl chloride). RXN SMILES: [C:1]([O:4][C@H:5]1[CH2:28][CH2:27][C@@:26]2([CH3:29])[C:7](=[CH:8][CH2:9][C@@H:10]3[C@@H:25]2[CH2:24][CH2:23][C@@:22]2([CH3:30])[C@H:11]3[CH2:12][CH2:13][C@@H:14]2[C@H:15]([CH3:21])[CH2:16][CH2:17][C:18](O)=O)[CH2:6]1)(=[O:3])[CH3:2].S(Cl)([Cl:33])=O>C1C=CC=CC=1>[C:1]([O:4][C@H:5]1[CH2:28][CH2:27][C@@:26]2([CH3:29])[C:7](=[CH:8][CH2:9][C@@H:10]3[C@@H:25]2[CH2:24][CH2:23][C@@:22]2([CH3:30])[C@H:11]3[CH2:12][CH2:13][C@@H:14]2[C@H:15]([CH3:21])[CH2:16][CH2:17][CH2:18][Cl:33])[CH2:6]1)(=[O:3])[CH3:2]. Reported procedure: 3β-Acetoxychol-5-enic acid (500 g; 1.2 moles) was added to 8 liters of anhydrous benzene obtained by dehydration with a molecular sieve. The resulting solution was cooled with ice, and with stirring, 390 ml (5.4 moles) of thionyl chloride was added dropwise. After the addition, the mixture was stirred at room temperature for 4 hours. The reaction mixture was concentrated under reduced pressure, and 2 liters of anhydrous benzene resulting from dehydration with a molecular sieve was added to the r... Yields the product C(C)(=O)O[C@@H]1CC2=CC[C@H]3[C@@H]4CC[C@H]([C@@H](CCCCl)C)[C@]4(CC[C@@H]3[C@]2(CC1)C)C (3β-acetoxychol-5-enyl chloride). The reactants are CC(C)(C)[O-], CCCCCCC, ICCC1CCC2(CC1)OCCO2, [K+], CN(C)C=O, O. The product is C=CC1CCC2(CC1)OCCO2. As a reaction SMILES: [CH3:19][C:20]([CH3:21])([O-:22])[CH3:23].[CH3:25][CH2:26][CH2:27][CH2:28][CH2:29][CH2:30][CH3:31].[I:1][CH2:2][CH2:3][CH:4]1[CH2:5][CH2:6][C:7]2([O:8][CH2:9][CH2:10][O:11]2)[CH2:12][CH2:13]1.[K+:24].[O:14]=[CH:15][N:16]([CH3:17])[CH3:18].[OH2:32]>>[CH2:2]=[CH:3][CH:4]1[CH2:5][CH2:6][C:7]2([O:8][CH2:9][CH2:10][O:11]2)[CH2:12][CH2:13]1. The reactants are [H-].[Na+] (Sodium hydride), COC(=O)C1=CC2=C(N=C(N2)CCC)C(=C1)C (7-methyl-2-propyl-3H-benzoimidazole-5-carboxylic acid methyl ester), C(C)(C)(C)OC(=O)C=1C(=CC=CC1)C1=CC=C(C=C1)CBr (4′-Bromomethylbiphenyl-2-carboxylic acid t-butyl ester). The solvent is CN(C)C=O (DMF). Run at time 8 hour. Product: COC(=O)C1=CC2=C(N=C(N2CC2=CC=C(C=C2)C2=C(C=CC=C2)C(=O)OC(C)(C)C)CCC)C(=C1)C (3-(2′-t-Butoxycarbonylbiphenyl-4-ylmethyl)-7-methyl-2-propyl-3H-benzoimidazole-5-carboxylic acid methyl ester). Yield: 74.7%. As a reaction SMILES: [CH3:1][O:2][C:3]([C:5]1[CH:16]=[C:15]([CH3:17])[C:8]2[N:9]=[C:10]([CH2:12][CH2:13][CH3:14])[NH:11][C:7]=2[CH:6]=1)=[O:4].[H-].[Na+].[C:20]([O:24][C:25]([C:27]1[C:28]([C:33]2[CH:38]=[CH:37][C:36]([CH2:39]Br)=[CH:35][CH:34]=2)=[CH:29][CH:30]=[CH:31][CH:32]=1)=[O:26])([CH3:23])([CH3:22])[CH3:21]>CN(C=O)C>[CH3:1][O:2][C:3]([C:5]1[CH:16]=[C:15]([CH3:17])[C:8]2[N:9]=[C:10]([CH2:12][CH2:13][CH3:14])[N:11]([CH2:39][C:36]3[CH:37]=[CH:38][C:33]([C:28]4[CH:29]=[CH:30][CH:31]=[CH:32][C:27]=4[C:25]([O:24][C:20]([CH3:23])([CH3:22])[CH3:21])=[O:26])=[CH:34][CH:35]=3)[C:7]=2[CH:6]=1)=[O:4] |f:1.2|. Procedure: A solution of 7-methyl-2-propyl-3H-benzoimidazole-5-carboxylic acid methyl ester (10.0 g, 43 mmol; prepared as described in Preparation 1) in DMF (300 mL) was cooled in an ice bath. Sodium hydride (4.5 g, 60 wt % in mineral oil) was slowly added over 5 minutes. 4′-Bromomethylbiphenyl-2-carboxylic acid t-butyl ester (15.7 g, 45.2 mmol; purchased from commercial source or prepared as described in Preparation 2) was then added. The mixture was gradually warmed to room temperature, then stirred at 7...